This data is from the Open Reaction Database (ORD), a public repository of structured organic reaction records. The task is: describe an organic reaction: reactants, conditions, products, and yield The reactants are FC(CCCCN1N=C(C=C1)[N+](=O)[O-])(C)F (1-(5,5-difluoro-hexyl)-3-nitro-1H-pyrazole), [NH4+].[Cl-] (NH4Cl), N#N (N2). Reagents/catalysts: [Fe] (iron). Run in CCO (EtOH), O (water). Reaction conditions: temperature 75 celsius, time 40 minute. Product: FC(CCCCN1N=C(C=C1)N)(C)F (1-(5,5-Difluoro-hexyl)-1H-pyrazol-3-ylamine). As a reaction SMILES: N#N.[F:3][C:4]([F:18])([CH3:17])[CH2:5][CH2:6][CH2:7][CH2:8][N:9]1[CH:13]=[CH:12][C:11]([N+:14]([O-])=O)=[N:10]1.[NH4+].[Cl-]>CCO.O.[Fe]>[F:18][C:4]([F:3])([CH3:17])[CH2:5][CH2:6][CH2:7][CH2:8][N:9]1[CH:13]=[CH:12][C:11]([NH2:14])=[N:10]1 |f:2.3|. Procedure details: In a flame dried round-bottomed flask equipped with a magnetic stir bar and under inert atmosphere (N2), a mixture of 1-(5,5-difluoro-hexyl)-3-nitro-1H-pyrazole (400 mg, 1.72 mmol), iron powder (290 mg, 5.15 mmol) and NH4Cl (463 mg, 8.58 mmol) in a mixture of EtOH (8.0 mL) and water (4.0 mL) was stirred at 75° C. for 40 min. The reaction mixture was filtered while hot and concentrated under reduced pressure. CH2Cl2 (30 mL) was added followed by 1M NaOH (30 mL). The aq. layer was extracted with C... Reactants: ClCSc1ccccc1Br, Nc1ccccn1, Cc1ccccc1C. Yields the product [Cl-], Nc1cccc[n+]1CSc1ccccc1Br. RXN SMILES: [Cl:8][CH2:9][S:10][c:11]1[c:12]([Br:17])[cH:13][cH:14][cH:15][cH:16]1.[NH2:1][c:2]1[n:3][cH:4][cH:5][cH:6][cH:7]1.[c:18]1([CH3:19])[c:20]([CH3:21])[cH:22][cH:23][cH:24][cH:25]1>>[Cl-:8].[NH2:1][c:2]1[n+:3]([CH2:9][S:10][c:11]2[c:12]([Br:17])[cH:13][cH:14][cH:15][cH:16]2)[cH:4][cH:5][cH:6][cH:7]1. The reactants are O=C1Nc2cc(F)c(F)cc2C1=O, OO. The product is Nc1cc(F)c(F)cc1C(=O)O. RXN SMILES: [F:1][c:2]1[cH:3][c:4]2[c:8]([cH:9][c:10]1[F:11])[NH:7][C:6](=[O:12])[C:5]2=[O:13].[OH:14][OH:15]>>[F:1][c:2]1[cH:3][c:4]([C:5]([OH:13])=[O:14])[c:8]([NH2:7])[cH:9][c:10]1[F:11]. The reactants are ClC=1C(C(=C(C(C1Cl)=O)C#N)C#N)=O (2,3-dichloro-5,6-dicyano-1, 4-benzoquinone), C(=O)(O)N1C2=CC=CC=C2C2CCCC(C12)CC1CCN(CC1)CCCC (N-Carboxy-[1-butylpiperidin-4-ylmethyl]-1,2,3,4,4a,9a-hexahydrocarbazole), ClC=1C(C(=C(C(C1Cl)=O)C#N)C#N)=O (2,3-dichloro-5,6-dicyano-1,4-benzoquinone). The solvent is C(Cl)(Cl)Cl (chloroform). Yields the product C(=O)(O)N1C2=CC=CC=C2C=2C=CC=C(C12)CC1CCN(CC1)CCCC (N-Carboxy-[1-butyl-4-piperidinylmethyl]-carbazole). Reaction SMILES: [C:1]([N:4]1[CH:16]2[CH:11]([CH2:12][CH2:13][CH2:14][CH:15]2[CH2:17][CH:18]2[CH2:23][CH2:22][N:21]([CH2:24][CH2:25][CH2:26][CH3:27])[CH2:20][CH2:19]2)[C:10]2[C:5]1=[CH:6][CH:7]=[CH:8][CH:9]=2)([OH:3])=[O:2].ClC1C(=O)C(C#N)=C(C#N)C(=O)C=1Cl>C(Cl)(Cl)Cl>[C:1]([N:4]1[C:16]2[C:15]([CH2:17][CH:18]3[CH2:23][CH2:22][N:21]([CH2:24][CH2:25][CH2:26][CH3:27])[CH2:20][CH2:19]3)=[CH:14][CH:13]=[CH:12][C:11]=2[C:10]2[C:5]1=[CH:6][CH:7]=[CH:8][CH:9]=2)([OH:3])=[O:2]. Procedure: N-Carboxy-[1-butylpiperidin-4-ylmethyl]-1,2,3,4,4a,9a-hexahydrocarbazole (0.530 g, 1.32 mmol) was dissolved in chloroform (25 ml) and treated with 2,3-dichloro-5,6-dicyano-1, 4-benzoquinone (0.329 g, 1.58 mmol) with stirring. The mixture was heated to reflux for 12 hours, cooled, and more 2,3-dichloro-5,6-dicyano-1,4-benzoquinone (0.329 g 1.58 mmol) added with stirring. The mixture was heated to reflux for 12 hours, cooled and evaporated under reduced pressure. The residue was purified by Silica... The reactants are [OH-].[K+] (Potassium hydroxide), ClC=1C=C(C=CC1Cl)O (3,4-dichlorophenol), C(C)OC(CCl)OCC (chloroacetaldehyde diethyl acetal). Run at temperature 90 celsius. Yields the product C(C)OC(COC1=CC(=C(C=C1)Cl)Cl)OCC (3,4-dichlorophenoxyacetaldehyde diethyl acetal). Reaction SMILES: [OH-].[K+].[Cl:3][C:4]1[CH:5]=[C:6]([OH:11])[CH:7]=[CH:8][C:9]=1[Cl:10].[CH2:12]([O:14][CH:15]([O:18][CH2:19][CH3:20])[CH2:16]Cl)[CH3:13]>>[CH2:12]([O:14][CH:15]([O:18][CH2:19][CH3:20])[CH2:16][O:11][C:6]1[CH:7]=[CH:8][C:9]([Cl:10])=[C:4]([Cl:3])[CH:5]=1)[CH3:13] |f:0.1|. Procedure details: Potassium hydroxide (66 g) and 3,4-dichlorophenol (163 g) were placed in a reaction flask equipped with a distillation head, dropping funnel, thermometer and mechanical stirrer. This mixture was gradually heated to achieve solution and then 250 g of chloroacetaldehyde diethyl acetal was added while the temperature was maintained at 90° C. After the addition was complete, the temperature was allowed to increase in order to distill off water and unreacted chloroacetaldehyde diethyl acetal. The dis... The reactants are CC=1N=C2N(C(C1C1=CC=C(C=C1)OC(F)(F)F)=O)C=CS2 (7-Methyl-6-[4-(trifluoromethoxy)phenyl]-5H-[1,3]thiazolo[3,2-a]-pyrimidin-5-one), C1(CCCCC1)COC1=C(C=O)C=CC=C1OC (2-cyclohexylmethoxy-3-methoxybenzaldehyde), [O-]CC.[Na+] (sodium ethoxide). Run in C(C)O (ethanol). The product is C1(CCCCC1)COC1=C(C=CC=C1OC)/C=C/C=1N=C2N(C(C1C1=CC=C(C=C1)OC(F)(F)F)=O)C=CS2 (7-[(E)-2-(2-Cyclohexylmethoxy-3-methoxyphenyl)-1-ethenyl]-6-[4-(trifluoro methoxy)phenyl]-5H-[1,3]thiazolo[3,2-a]pyrimidin-5-one). Isolated yield 47.1%. RXN SMILES: [CH3:1][C:2]1[N:3]=[C:4]2[S:22][CH:21]=[CH:20][N:5]2[C:6](=[O:19])[C:7]=1[C:8]1[CH:13]=[CH:12][C:11]([O:14][C:15]([F:18])([F:17])[F:16])=[CH:10][CH:9]=1.[CH:23]1([CH2:29][O:30][C:31]2[C:38]([O:39][CH3:40])=[CH:37][CH:36]=[CH:35][C:32]=2[CH:33]=O)[CH2:28][CH2:27][CH2:26][CH2:25][CH2:24]1.[O-]CC.[Na+]>C(O)C>[CH:23]1([CH2:29][O:30][C:31]2[C:38]([O:39][CH3:40])=[CH:37][CH:36]=[CH:35][C:32]=2/[CH:33]=[CH:1]/[C:2]2[N:3]=[C:4]3[S:22][CH:21]=[CH:20][N:5]3[C:6](=[O:19])[C:7]=2[C:8]2[CH:13]=[CH:12][C:11]([O:14][C:15]([F:17])([F:18])[F:16])=[CH:10][CH:9]=2)[CH2:24][CH2:25][CH2:26][CH2:27][CH2:28]1 |f:2.3|. Reported procedure: The title compound was prepared by condensation of Intermediate 15 (350 mg, 1.072 mmol) with 2-cyclohexylmethoxy-3-methoxybenzaldehyde (372 mg, 1.501 mmol) in presence of sodium ethoxide (146 mg, 2.147 mmol) in ethanol (15 ml) according to the procedure outlined in Example 24 to give 281 mg of the desired product as a pale yellow solid; 1H NMR (300 MHz, DMSO-d6) δ 1.03-1.10 (m, 2H), 1.18-1.25 (m, 3H), 1.68-1.79 (m, 6H), 3.60-3.68 (m, 2H), 3.77 (s, 3H), 6.81-6.88 (m, 2H), 6.91-6.96 (m, 3H), 7.40-... The reactants are CNCCNC (N,N'-dimethylethylenediamine), [OH-].[K+] (potassium hydroxide), S1SC(C=C1)C(=O)[O-] (dithiolate), CC1(CC(=O)CC(=O)C1)C (dimedone), C(=S)=S (carbon disulfide). Run in CS(=O)C (dimethylsulfoxide). Conditions: time 1 hour. Product: CC12N(CCN(C2SC(S1)=C1C(CC(CC1=O)(C)C)=O)C)C (2-[1,2,5-trimethyl-2,5-diaza-7,9-dithiabicyclo(4.3.0)-nonane-8-ylidene]-5,5-dimethyl-1,3-cyclohexanedione). Reaction SMILES: [CH3:1][NH:2][CH2:3][CH2:4][NH:5][CH3:6].[S:7]1[CH:11]=[CH:10][CH:9](C([O-])=O)S1.[CH3:15][C:16]1([CH3:24])[CH2:23][C:21](=[O:22])[CH2:20][C:18](=[O:19])[CH2:17]1.[C:25](=S)=[S:26].[OH-].[K+]>CS(C)=O>[CH3:9][C:10]12[S:26][C:25](=[C:20]3[C:18](=[O:19])[CH2:17][C:16]([CH3:24])([CH3:15])[CH2:23][C:21]3=[O:22])[S:7][CH:11]1[N:5]([CH3:6])[CH2:4][CH2:3][N:2]2[CH3:1] |f:4.5|. Reported procedure: To this solution was added dropwise with ice-cooling 1.94 g (0.022 mole) of N,N'-dimethylethylenediamine and the mixture was stirred for 1 hour. Then to this solution was added with ice-cooling the dithiolate solution prepared in the manner shown below; To a mixture of 2.8 g (0.02 mole) of dimedone and 1.6 g (0.02 mole) of carbon disulfide in 15 ml of dimethylsulfoxide was added 2.7 g (0.044 mole) of powdered potassium hydroxide, and the mixture was stirred for one hour. Starting materials: CC(=O)O, CO, C=[N+]=[N-], CC(C)(O)C1C(=O)NC1CC(=O)O. The product is COC(=O)CC1NC(=O)C1C(C)(C)O. RXN SMILES: [CH3:17][C:18](=[O:19])[OH:20].[CH3:21][OH:22].[N+:1](=[N-:2])=[CH2:3].[OH:4][C:5]([CH3:6])([CH3:7])[CH:8]1[CH:9]([CH2:13][C:14](=[O:15])[OH:16])[NH:10][C:11]1=[O:12]>>[CH3:3][O:16][C:14]([CH2:13][CH:9]1[CH:8]([C:5]([OH:4])([CH3:6])[CH3:7])[C:11](=[O:12])[NH:10]1)=[O:15].